This data is from the Open Reaction Database (ORD), a public repository of structured organic reaction records. The task is: describe an organic reaction: reactants, conditions, products, and yield Reactants: CN(CCCCN)C (4-dimethylaminobutylamine), C(=O)OCC (ethyl formate). Yields the product CN(CCCCNC=O)C (N-(4-dimethylaminobutyl)formamide). RXN SMILES: [CH3:1][N:2]([CH3:8])[CH2:3][CH2:4][CH2:5][CH2:6][NH2:7].[CH:9](OCC)=[O:10]>>[CH3:1][N:2]([CH3:8])[CH2:3][CH2:4][CH2:5][CH2:6][NH:7][CH:9]=[O:10]. Procedure details: A solution of 4-dimethylaminobutylamine (3.0 g) in ethyl formate (30 mL) was stirred and heated at reflux under an atmosphere of nitrogen for 3 hours. After cooling, the mixture was evaporated to dryness and the residue was purified by chromatography on silica, eluting with a mixture of methanol and DCM (20%) to give N-(4-dimethylaminobutyl)formamide (2.7 g) as a pale yellow oil. The reactants are FC(C1=C(CNCCC2=CC=C(OC(C(=O)OC)(C)C)C=C2)C=CC(=C1)C(F)(F)F)(F)F (methyl 2-[4-(2-{[2,4-bis(trifluoromethyl)benzyl]amino}ethyl)phenoxy]-2-methylpropanoate), ClC=1SC2=C(N1)C=CC(=C2)Cl (2,6-dichloro benzothiazole). Yields the product FC(C1=C(CN(CCC2=CC=C(OC(C(=O)O)(C)C)C=C2)C=2SC3=C(N2)C=CC(=C3)Cl)C=CC(=C1)C(F)(F)F)(F)F (2-(4-{2-[[2,4-Bis(trifluoromethyl)benzyl](6-chloro-1,3-benzothiazol-2-yl)amino]ethyl}phenoxy)-2-methylpropanoic acid). Reaction SMILES: [F:1][C:2]([F:32])([F:31])[C:3]1[CH:26]=[C:25]([C:27]([F:30])([F:29])[F:28])[CH:24]=[CH:23][C:4]=1[CH2:5][NH:6][CH2:7][CH2:8][C:9]1[CH:22]=[CH:21][C:12]([O:13][C:14]([CH3:20])([CH3:19])[C:15]([O:17]C)=[O:16])=[CH:11][CH:10]=1.Cl[C:34]1[S:35][C:36]2[CH:42]=[C:41]([Cl:43])[CH:40]=[CH:39][C:37]=2[N:38]=1>>[F:1][C:2]([F:31])([F:32])[C:3]1[CH:26]=[C:25]([C:27]([F:30])([F:29])[F:28])[CH:24]=[CH:23][C:4]=1[CH2:5][N:6]([C:34]1[S:35][C:36]2[CH:42]=[C:41]([Cl:43])[CH:40]=[CH:39][C:37]=2[N:38]=1)[CH2:7][CH2:8][C:9]1[CH:22]=[CH:21][C:12]([O:13][C:14]([CH3:20])([CH3:19])[C:15]([OH:17])=[O:16])=[CH:11][CH:10]=1. Reported procedure: Similarly prepared from methyl 2-[4-(2-{[2,4-bis(trifluoromethyl)benzyl]amino}ethyl)phenoxy]-2-methylpropanoate and 2,6-dichloro benzothiazole. Starting materials: C(C)NC(=O)C1=CC(=C(C=C1)N1N=NC(=C1)C(=O)OCC)O (ethyl 1-{4-[(ethylamino)carbonyl]-2-hydroxyphenyl}-1H-1,2,3-triazole-4-carboxylate), C1(CC1)N (cyclopropylamine), C=1C=CC2=C(C1)N=NN2O (HOBt), CCN=C=NCCCN(C)C (WSC), Cl (hydrochloric acid). Solvent: C(C)N(CC)CC (triethylamine), O (Water), CN(C)C=O (DMF). Reaction conditions: time 8 hour. Product: C1(CC1)NC(=O)C=1N=NN(C1)C1=C(C=C(C=C1)C(=O)NCC)O (N-cyclopropyl-1-{4-[(ethylamino)carbonyl]-2-hydroxyphenyl}-1H-1,2,3-triazole-4-carboxamide). The yield is 59.0%. Reaction SMILES: [CH2:1]([NH:3][C:4]([C:6]1[CH:11]=[CH:10][C:9]([N:12]2[CH:16]=[C:15]([C:17]([O:19]CC)=O)[N:14]=[N:13]2)=[C:8]([OH:22])[CH:7]=1)=[O:5])[CH3:2].[CH:23]1([NH2:26])[CH2:25][CH2:24]1.C1C=CC2N(O)N=NC=2C=1.CCN=C=NCCCN(C)C.Cl>CN(C=O)C.O.C(N(CC)CC)C>[CH:23]1([NH:26][C:17]([C:15]2[N:14]=[N:13][N:12]([C:9]3[CH:10]=[CH:11][C:6]([C:4]([NH:3][CH2:1][CH3:2])=[O:5])=[CH:7][C:8]=3[OH:22])[CH:16]=2)=[O:19])[CH2:25][CH2:24]1. Reported procedure: The product obtained in the same manner as in Example 133e) from ethyl 1-{4-[(ethylamino)carbonyl]-2-hydroxyphenyl}-1H-1,2,3-triazole-4-carboxylate (2.37 g) obtained in Example 133c) was dissolved in DMF (18 ml), cyclopropylamine (0.51 ml), triethylamine (1.01 ml), HOBt (1.12 g) and WSC (1.40 g) were successively added, and the mixture was stirred at room temperature overnight. Water was added to the reaction mixture, and the mixture was acidified with 1N hydrochloric acid. The precipitated crys...